Dataset: the Open Reaction Database (ORD), a public repository of structured organic reaction records. Task: describe an organic reaction: reactants, conditions, products, and yield Starting materials: Cl (HCl), [OH-].[NH4+] (ammonium hydroxide), ONC(C)C1=CC=C(C=C1)N1C(=CC=C1C)C (N-hydroxy-1-[4-(2,5-dimethyl-1H-pyrrol-1-yl)-phenyl]-ethylamine), C(=O)(Cl)Cl (phosgene). Run in O (water), C1(=CC=CC=C1)C (toluene), C1(=CC=CC=C1)C (toluene). Reaction conditions: time 7 hour. Yields the product C(N)(=O)N(O)C(C)C1=CC=C(C=C1)N1C(=CC=C1C)C (N-carbamoyl-N-hydroxy-1-[4-(2,5-dimethyl-1H-pyrrol-1-yl)-phenyl]-ethyl-amine). Reaction SMILES: [OH:1][NH:2][CH:3]([C:5]1[CH:10]=[CH:9][C:8]([N:11]2[C:15]([CH3:16])=[CH:14][CH:13]=[C:12]2[CH3:17])=[CH:7][CH:6]=1)[CH3:4].Cl.[C:19](Cl)(Cl)=[O:20].[OH-].[NH4+:24]>C1(C)C=CC=CC=1.O>[C:19]([N:2]([CH:3]([C:5]1[CH:6]=[CH:7][C:8]([N:11]2[C:15]([CH3:16])=[CH:14][CH:13]=[C:12]2[CH3:17])=[CH:9][CH:10]=1)[CH3:4])[OH:1])(=[O:20])[NH2:24] |f:3.4|. Reported procedure: A solution of 1.4 g of N-hydroxy-1-[4-(2,5-dimethyl-1H-pyrrol-1-yl)-phenyl]-ethylamine in 60 ml of toluene is stirred and treated first with one mole equivalent of 4.0 M ethanolic HCl, followed by 15 ml of 2.0 M phosgene in toluene. The solution is stirred for 7 hours, 50 ml of concentrated ammonium hydroxide is added and the mixture is stirred overnight. Excess water is then added and the mixture is again stirred for 2 hours. The organic layer is separated, washed with brine, dried over magnesi... Reactants: C(C)(C)(C)OC(=O)N[C@@H](CC(=O)N1[C@@H](C(N[C@@H](CC1)C)=O)C)CC1=C(C=C(C(=C1)F)F)F ((3R,7R)-4-[(3R)-3-[(tert-butoxycarbonyl)amino]-4-(2,4,5-trifluorophenyl)butanoyl]-3,7-dimethyl-1,4-diazepan-2-one), Cl (hydrogen chloride). Solvent: O1CCOCC1 (dioxane). The product is Cl.N[C@@H](CC(=O)N1[C@@H](C(N[C@@H](CC1)C)=O)C)CC1=C(C=C(C(=C1)F)F)F ((3R,7R)-4-[(3R)-3-Amino-4-(2,4,5-trifluorophenyl)butanoyl]-3,7-dimethyl-1,4-diazepan-2-one, hydrochloride). Reaction SMILES: C(OC([NH:8][C@H:9]([CH2:23][C:24]1[CH:29]=[C:28]([F:30])[C:27]([F:31])=[CH:26][C:25]=1[F:32])[CH2:10][C:11]([N:13]1[CH2:19][CH2:18][C@@H:17]([CH3:20])[NH:16][C:15](=[O:21])[C@H:14]1[CH3:22])=[O:12])=O)(C)(C)C.[ClH:33]>O1CCOCC1>[ClH:33].[NH2:8][C@H:9]([CH2:23][C:24]1[CH:29]=[C:28]([F:30])[C:27]([F:31])=[CH:26][C:25]=1[F:32])[CH2:10][C:11]([N:13]1[CH2:19][CH2:18][C@@H:17]([CH3:20])[NH:16][C:15](=[O:21])[C@H:14]1[CH3:22])=[O:12] |f:3.4|. Reported procedure: A solution of (3R,7R)-4-[(3R)-3-[(tert-butoxycarbonyl)amino]-4-(2,4,5-trifluorophenyl)butanoyl]-3,7-dimethyl-1,4-diazepan-2-one (175 mg, 0.38 mmol) in 4 mL of 4N hydrogen chloride in dioxane (4 mL, 4N) was stirred for 2 h and concentrated. The residue was dried under vacuum overnight to yield the title compound as a white solid. MS 358.2 (M+1).